Dataset: the Open Reaction Database (ORD), a public repository of structured organic reaction records. Task: describe an organic reaction: reactants, conditions, products, and yield Reaction SMILES: Br[CH:2]([CH2:8]Br)[C:3]([O:5][CH2:6][CH3:7])=[O:4].[C:10]1([C:16]2[CH:17]=[C:18]([OH:23])[C:19](=[CH:21][CH:22]=2)[OH:20])[CH:15]=[CH:14][CH:13]=[CH:12][CH:11]=1.C(=O)([O-])[O-].[K+].[K+]>CC(C)=O>[C:10]1([C:16]2[CH:22]=[CH:21][C:19]3[O:20][CH:2]([C:3]([O:5][CH2:6][CH3:7])=[O:4])[CH2:8][O:23][C:18]=3[CH:17]=2)[CH:11]=[CH:12][CH:13]=[CH:14][CH:15]=1 |f:2.3.4|. Starting materials: BrC(C(=O)OCC)CBr (ethyl 2,3-dibromopropionate), C1(=CC=CC=C1)C=1C=C(C(O)=CC1)O (4-phenylcatechol), C([O-])([O-])=O.[K+].[K+] (potassium carbonate). Product: C1(=CC=CC=C1)C1=CC2=C(OC(CO2)C(=O)OCC)C=C1 (Ethyl 2,3-dihydro-6-phenyl-1,4-benzodioxin-2-carboxylate). Solvent: CC(=O)C (acetone). Procedure details: 46.1 g of ethyl 2,3-dibromopropionate was added slowly to a mixture of 30 g of 4-phenylcatechol, 66.2 g of potassium carbonate, and 250 ml of acetone. The mixture was refluxed for 18 hours, cooled and filtered. The solvent was evaporated from the filtrate under reduced pressure. The residue was extracted with hot cyclohexane. The extract was dried (MgSO4) and filtered. The solvent was evaporated from the filtrate under reduced pressure. The residue was taken up in hexane/methylene chloride. The ...